From a dataset of the Open Reaction Database (ORD), a public repository of structured organic reaction records. describe an organic reaction: reactants, conditions, products, and yield The reactants are C1CCOC1, COC(=O)c1nc2n(CC(=O)N3CCCCC3)ccn2c(=O)c1OCc1ccccc1, Cl, [Li+], [OH-]. As a reaction SMILES: [CH2:35]1[O:36][CH2:37][CH2:38][CH2:39]1.[CH3:1][O:2][C:3](=[O:4])[c:5]1[n:6][c:7]2[n:8]([c:9](=[O:19])[c:10]1[O:11][CH2:12][c:13]1[cH:14][cH:15][cH:16][cH:17][cH:18]1)[cH:20][cH:21][n:22]2[CH2:23][C:24]([N:25]1[CH2:26][CH2:27][CH2:28][CH2:29][CH2:30]1)=[O:31].[ClH:34].[Li+:33].[OH-:32]>>[O:2]=[C:3]([OH:4])[c:5]1[n:6][c:7]2[n:8]([c:9](=[O:19])[c:10]1[O:11][CH2:12][c:13]1[cH:14][cH:15][cH:16][cH:17][cH:18]1)[cH:20][cH:21][n:22]2[CH2:23][C:24]([N:25]1[CH2:26][CH2:27][CH2:28][CH2:29][CH2:30]1)=[O:31]. The product is O=C(O)c1nc2n(CC(=O)N3CCCCC3)ccn2c(=O)c1OCc1ccccc1. Starting materials: C(\C=C\C(=O)[O-])(=O)[O-] (fumarate), C(C)N(CC)C1CCNCC1 (4-(N,N-diethylamino)piperidine), CC(=O)C1=CC=C(C=C1)F (4-fluoroacetophenone), C([O-])([O-])=O.[K+].[K+] (potassium carbonate). Solvent: CN(C=O)C.C(CC)O (dimethylformamide n-propanol). Yields the product C(C)(=O)C1=CC=C(C=C1)N1CCC(CC1)N(CC)CC (1-(4-acetylphenyl)-4-(N,N-diethylamino)piperidine). Yield: 52.3%. As a reaction SMILES: [CH2:1]([N:3]([CH:6]1[CH2:11][CH2:10][NH:9][CH2:8][CH2:7]1)[CH2:4][CH3:5])[CH3:2].[CH3:12][C:13]([C:15]1[CH:20]=[CH:19][C:18](F)=[CH:17][CH:16]=1)=[O:14].C(=O)([O-])[O-].[K+].[K+].C([O-])(=O)/C=C/C([O-])=O>CN(C)C=O.C(O)CC>[C:13]([C:15]1[CH:20]=[CH:19][C:18]([N:9]2[CH2:8][CH2:7][CH:6]([N:3]([CH2:4][CH3:5])[CH2:1][CH3:2])[CH2:11][CH2:10]2)=[CH:17][CH:16]=1)(=[O:14])[CH3:12] |f:2.3.4,6.7|. Procedure: 2.1 g (13.25 mmol) of 4-(N,N-diethylamino)piperidine, 1.8 g (13.25 mmol) of 4-fluoroacetophenone and 7.3 g of potassium carbonate in 100 ml of dimethylformamide/n-propanol (1:1) were refluxed for 20 h. 1.9 g of 1-(4-acetylphenyl)-4-(N,N-diethylamino)piperidine were obtained as crystalline fumarate. Melting point 125°-127° C.